From a dataset of the Open Reaction Database (ORD), a public repository of structured organic reaction records. describe an organic reaction: reactants, conditions, products, and yield Starting materials: C1(CC1)N1C=C(C(C2=CC(=C(C=C12)F)F)=O)C(=O)O (1-cyclopropyl-6,7-difluoro-1,4-dihydro-4-oxoquinoline-3-carboxylic acid), C1NCC2=CC=CC=C12 (isoindoline), C1CCC2=NCCCN2CC1 (DBU). The solvent is CN(C)C=O (DMF). Product: C1N(CC2=CC=CC=C12)C1=C(C=C2C(C(=CN(C2=C1)C1CC1)C(=O)O)=O)F (7-(2-isoindolinyl)-1-cyclopropyl-6-fluoro-1,4-dihydro-4-oxoquinoline-3-carboxylic acid). The yield is 35.6%. Reaction SMILES: [CH:1]1([N:4]2[C:13]3[C:8](=[CH:9][C:10]([F:15])=[C:11](F)[CH:12]=3)[C:7](=[O:16])[C:6]([C:17]([OH:19])=[O:18])=[CH:5]2)[CH2:3][CH2:2]1.[CH2:20]1[C:28]2[C:23](=[CH:24][CH:25]=[CH:26][CH:27]=2)[CH2:22][NH:21]1.C1CCN2C(=NCCC2)CC1>CN(C=O)C>[CH2:20]1[C:28]2[C:23](=[CH:24][CH:25]=[CH:26][CH:27]=2)[CH2:22][N:21]1[C:11]1[CH:12]=[C:13]2[C:8]([C:7](=[O:16])[C:6]([C:17]([OH:19])=[O:18])=[CH:5][N:4]2[CH:1]2[CH2:3][CH2:2]2)=[CH:9][C:10]=1[F:15]. Procedure details: 133 mg of 1-cyclopropyl-6,7-difluoro-1,4-dihydro-4-oxoquinoline-3-carboxylic acid, 83 mg of isoindoline, 152 mg of DBU, and 1.5 ml of anhydrous DMF were processed in the same manner as in Example 1 to produce 65 mg of the target compound. Reactants: C(C)(=O)N1[C@H](C[C@H](C2=CC(=CC=C12)B1OC(C(O1)(C)C)(C)C)NC1=NC=C(C#N)C=C1)C (6-(((2S,4R)-1-acetyl-2-methyl-6-(4,4,5,5-tetramethyl-1,3,2-dioxaborolan-2-yl)-1,2,3,4-tetrahydroquinolin-4-yl)amino)nicotinonitrile), C([O-])([O-])=O.[K+].[K+] (potassium carbonate), Intermediate 5, BrC1=CC=C(C=C1)CC(=O)OCC (ethyl 2-(4-bromophenyl)acetate). The reagents and catalysts are C=1C=CC(=CC1)[P](C=2C=CC=CC2)(C=3C=CC=CC3)[Pd]([P](C=4C=CC=CC4)(C=5C=CC=CC5)C=6C=CC=CC6)([P](C=7C=CC=CC7)(C=8C=CC=CC8)C=9C=CC=CC9)[P](C=1C=CC=CC1)(C=1C=CC=CC1)C=1C=CC=CC1 (tetrakis(triphenylphosphine)palladium(0)). Run in C1(=CC=CC=C1)C (toluene), C(C)O (ethanol). Reaction conditions: temperature 100 celsius. Yields the product C(C)(=O)N1[C@H](C[C@H](C2=CC(=CC=C12)C1=CC=C(C=C1)CC(=O)OCC)NC1=NC=C(C=C1)C#N)C (ethyl 2-(4-((2S,4R)-1-acetyl-4-((5-cyanopyridin-2-yl)amino)-2-methyl-1,2,3,4-tetrahydroquinolin-6-yl)phenyl)acetate). Yield: 42.0%. As a reaction SMILES: [C:1]([N:4]1[C:13]2[C:8](=[CH:9][C:10](B3OC(C)(C)C(C)(C)O3)=[CH:11][CH:12]=2)[C@H:7]([NH:23][C:24]2[CH:31]=[CH:30][C:27]([C:28]#[N:29])=[CH:26][N:25]=2)[CH2:6][C@@H:5]1[CH3:32])(=[O:3])[CH3:2].Br[C:34]1[CH:39]=[CH:38][C:37]([CH2:40][C:41]([O:43][CH2:44][CH3:45])=[O:42])=[CH:36][CH:35]=1.C(=O)([O-])[O-].[K+].[K+]>C1(C)C=CC=CC=1.C(O)C.C1C=CC([P]([Pd]([P](C2C=CC=CC=2)(C2C=CC=CC=2)C2C=CC=CC=2)([P](C2C=CC=CC=2)(C2C=CC=CC=2)C2C=CC=CC=2)[P](C2C=CC=CC=2)(C2C=CC=CC=2)C2C=CC=CC=2)(C2C=CC=CC=2)C2C=CC=CC=2)=CC=1>[C:1]([N:4]1[C:13]2[C:8](=[CH:9][C:10]([C:34]3[CH:39]=[CH:38][C:37]([CH2:40][C:41]([O:43][CH2:44][CH3:45])=[O:42])=[CH:36][CH:35]=3)=[CH:11][CH:12]=2)[C@H:7]([NH:23][C:24]2[CH:31]=[CH:30][C:27]([C:28]#[N:29])=[CH:26][N:25]=2)[CH2:6][C@@H:5]1[CH3:32])(=[O:3])[CH3:2] |f:2.3.4,^1:65,67,86,105|. Reported procedure: To a solution of 6-(((2S,4R)-1-acetyl-2-methyl-6-(4,4,5,5-tetramethyl-1,3,2-dioxaborolan-2-yl)-1,2,3,4-tetrahydroquinolin-4-yl)amino)nicotinonitrile (for a preparation see Intermediate 5) (1.67 g, 3.86 mmol), ethyl 2-(4-bromophenyl)acetate (1.127 g, 4.64 mmol) and potassium carbonate (1.602 g, 11.59 mmol) in toluene (10 mL) and ethanol (10.0 mL) was added tetrakis(triphenylphosphine)palladium(0) (0.446 g, 0.386 mmol) under nitrogen. The reaction mixture heated at 100° C. for 1 h, then partitione... Reactants: BrCC1=C(C(=NC(=C1Cl)F)F)Cl (4-(bromomethyl)-3,5-dichloro-2,6-difluoropyridine), C(C1=CC=CC=C1)(=O)[O-].[Na+] (sodium benzoate). The solvent is CN(C)C=O (DMF). Conditions: time 1 hour. Yields the product C(C1=CC=CC=C1)(=O)OCC1=C(C(=NC(=C1Cl)F)F)Cl ((3,5-dichloro-2,6-difluoropyridin-4-yl)methyl benzoate). Yield: 81.2%. Reaction SMILES: Br[CH2:2][C:3]1[C:8]([Cl:9])=[C:7]([F:10])[N:6]=[C:5]([F:11])[C:4]=1[Cl:12].[C:13]([O-:21])(=[O:20])[C:14]1[CH:19]=[CH:18][CH:17]=[CH:16][CH:15]=1.[Na+]>CN(C=O)C>[C:13]([O:21][CH2:2][C:3]1[C:8]([Cl:9])=[C:7]([F:10])[N:6]=[C:5]([F:11])[C:4]=1[Cl:12])(=[O:20])[C:14]1[CH:19]=[CH:18][CH:17]=[CH:16][CH:15]=1 |f:1.2|. Reported procedure: To a stirred DMF (90 ml) in an ice bath, 4-(bromomethyl)-3,5-dichloro-2,6-difluoropyridine (20 g, 72 mmol) and sodium benzoate (15 g, 104 mmol) were added. After 1 hr., the mixture was stirred in a water bath for ca. 20 hr. The product was then extracted with ether, washed with water twice, dried with anhydrous magnesium sulfate, filtered, and evaporated in vacuo to give a light brown oil. The light brown oil was purified by silica gel column chromatography (eluent, ether:hexane (1:15) to afford...